This data is from the Open Reaction Database (ORD), a public repository of structured organic reaction records. The task is: describe an organic reaction: reactants, conditions, products, and yield Reactants: [OH-].[Na+] (NaOH), C(C)[SiH](CC)CC (Triethyl silane), ClC1=C(C=CC(=C1)Cl)C=1N=C(C(=NC1CC)N[C@@H]1CN(C[C@@H]1OCC)C(=O)OCC1=CC=CC=C1)CC (benzyl (cis)-3-{[5-(2,4-dichlorophenyl)-3,6-diethylpyrazin-2-yl]amino}-4-ethoxypyrrolidine-1-carboxylate), FC(C(=O)O)(F)F (trifluoroacetic acid). The reagents and catalysts are [Pd](Cl)Cl (palladium dichloride). Solvent: C(Cl)Cl (methylene chloride), C(C)N(CC)CC (triethylamine). Reaction conditions: time 1 hour. The product is ClC1=C(C=CC(=C1)Cl)C=1N=C(C(=NC1CC)N[C@@H]1CNC[C@@H]1OCC)CC (5-(2,4-dichlorophenyl)-N-[(cis)-4-ethoxypyrrolidin-3-yl]-3,6-diethylpyrazin-2-amine). Yield: 73.9%. Reaction SMILES: [Cl:1][C:2]1[CH:7]=[C:6]([Cl:8])[CH:5]=[CH:4][C:3]=1[C:9]1[N:10]=[C:11]([CH2:36][CH3:37])[C:12]([NH:17][C@H:18]2[C@@H:22]([O:23][CH2:24][CH3:25])[CH2:21][N:20](C(OCC3C=CC=CC=3)=O)[CH2:19]2)=[N:13][C:14]=1[CH2:15][CH3:16].C([SiH](CC)CC)C.FC(F)(F)C(O)=O.[OH-].[Na+]>C(Cl)Cl.[Pd](Cl)Cl.C(N(CC)CC)C>[Cl:1][C:2]1[CH:7]=[C:6]([Cl:8])[CH:5]=[CH:4][C:3]=1[C:9]1[N:10]=[C:11]([CH2:36][CH3:37])[C:12]([NH:17][C@H:18]2[C@@H:22]([O:23][CH2:24][CH3:25])[CH2:21][NH:20][CH2:19]2)=[N:13][C:14]=1[CH2:15][CH3:16] |f:3.4|. Procedure: To a solution of benzyl (cis)-3-{[5-(2,4-dichlorophenyl)-3,6-diethylpyrazin-2-yl]amino}-4-ethoxypyrrolidine-1-carboxylate (900 mg) in methylene chloride (16.5 ml) was added palladium dichloride (30 mg) and triethylamine (0.229 ml). Triethyl silane was added (2×0.395 ml) over 2 h. The reaction mixture stirred 1 h and 2 ml of trifluoroacetic acid was added. After 30 min the reaction was basified with 2 N NaOH, extracted methylene chloride (3×100 ml), dried MgSO4, filtered and concentrated. MPLC ch... Starting materials: N1=CC=CC=C1 (pyridine), ClC1=C2C=CC=NC2=C(C=C1)N (5-chloroquinolin-8-amine), FC1=CC(=C(C=C1F)S(=O)(=O)Cl)[N+](=O)[O-] (4,5-difluoro-2-nitro-benzenesulfonyl chloride), ClC1=C2C=CC=NC2=C(C=C1)N (5-chloroquinolin-8-amine), FC1=CC(=C(C=C1F)S(=O)(=O)Cl)[N+](=O)[O-] (4,5-difluoro-2-nitro-benzenesulfonyl chloride). The reagents and catalysts are CN(C)C=1C=CN=CC1 (DMAP). The solvent is C(Cl)Cl (DCM). Yields the product ClC1=C2C=CC=NC2=C(C=C1)NS(=O)(=O)C1=C(C=C(C(=C1)F)F)[N+](=O)[O-] (N-(5-Chloro-quinolin-8-yl)-4,5-difluoro-2-nitro-benzenesulfonamide). Yield: 14.2%. Reaction SMILES: [Cl:1][C:2]1[CH:11]=[CH:10][C:9]([NH2:12])=[C:8]2[C:3]=1[CH:4]=[CH:5][CH:6]=[N:7]2.[F:13][C:14]1[C:19]([F:20])=[CH:18][C:17]([S:21](Cl)(=[O:23])=[O:22])=[C:16]([N+:25]([O-:27])=[O:26])[CH:15]=1.N1C=CC=CC=1>CN(C1C=CN=CC=1)C.C(Cl)Cl>[Cl:1][C:2]1[CH:11]=[CH:10][C:9]([NH:12][S:21]([C:17]2[CH:18]=[C:19]([F:20])[C:14]([F:13])=[CH:15][C:16]=2[N+:25]([O-:27])=[O:26])(=[O:22])=[O:23])=[C:8]2[C:3]=1[CH:4]=[CH:5][CH:6]=[N:7]2. Procedure details: In the similar fashion using route 14 general procedure 27, 5-chloro-quinolin-8-ylamine (Intermediate 27) (400 mg, 2.2 mmol), 4,5-difluoro-2-nitro-benzenesulfonyl chloride (Intermediate 219) (750 mg, 2.9 mmol), DMAP (cat.) and pyridine (5 ml) and DCM (5 ml) gave the title compound (125 mg, 14%) after purification by column chromatography with DCM as the eluent. The reactants are O (water), BrC1=CC=C(CN(C2=CC=CC=C2)C2=CC=CC=C2)C=C1 (N-(4-bromobenzyl)diphenylamine), CN(C=O)C (dimethylformamide), CCCCCC.C(CCC)[Li] (n-butyl lithium hexane). Run in O1CCCC1 (tetrahydrofuran). Reaction conditions: temperature -78 celsius, time 5 minute. The product is C1(=CC=CC=C1)N(C1=CC=CC=C1)CC1=CC=C(C=O)C=C1 (4-(N,N-diphenylaminomethyl)benzaldehyde). Yield: 57.0%. As a reaction SMILES: Br[C:2]1[CH:21]=[CH:20][C:5]([CH2:6][N:7]([C:14]2[CH:19]=[CH:18][CH:17]=[CH:16][CH:15]=2)[C:8]2[CH:13]=[CH:12][CH:11]=[CH:10][CH:9]=2)=[CH:4][CH:3]=1.CCCCCC.C([Li])CCC.CN(C)[CH:35]=[O:36].O>O1CCCC1>[C:8]1([N:7]([CH2:6][C:5]2[CH:20]=[CH:21][C:2]([CH:35]=[O:36])=[CH:3][CH:4]=2)[C:14]2[CH:19]=[CH:18][CH:17]=[CH:16][CH:15]=2)[CH:13]=[CH:12][CH:11]=[CH:10][CH:9]=1 |f:1.2|. Reported procedure: In an argon atmosphere, the thus obtained N-(4-bromobenzyl)diphenylamine (440 mg, 1.30 mmol) was dissolved in tetrahydrofuran (6 mL) and cooled to −78° C. A 1.6 M n-butyl lithium hexane solution (1.3 mL, 2.0 mmol) was added thereto, and, 5 minutes thereafter, dimethylformamide (0.20 mL, 2.6 mmol) was further added thereto, followed by stirring for 5 minutes. To the reaction solution was added water, and the mixture was extracted with ethyl acetate. The organic layer was washed with brine, and th... Reactants: CN(C)CCO, O=C1c2cc3c(cc2-c2c1c(Cl)nc1ccccc21)OCO3, [Na], O. Yields the product CN(C)CCOc1nc2ccccc2c2c1C(=O)c1cc3c(cc1-2)OCO3. As a reaction SMILES: [CH3:2][N:3]([CH2:4][CH2:5][OH:6])[CH3:7].[Cl:8][c:9]1[n:10][c:11]2[cH:12][cH:13][cH:14][cH:15][c:16]2[c:17]2[c:18]1[C:19](=[O:29])[c:20]1[cH:21][c:22]3[c:23]([cH:24][c:25]1-2)[O:26][CH2:27][O:28]3.[Na:1].[OH2:30]>>[CH3:2][N:3]([CH2:4][CH2:5][O:6][c:9]1[n:10][c:11]2[cH:12][cH:13][cH:14][cH:15][c:16]2[c:17]2[c:18]1[C:19](=[O:29])[c:20]1[cH:21][c:22]3[c:23]([cH:24][c:25]1-2)[O:26][CH2:27][O:28]3)[CH3:7].